This data is from the Open Reaction Database (ORD), a public repository of structured organic reaction records. The task is: describe an organic reaction: reactants, conditions, products, and yield The reactants are ClC1=CC=C(C=C1)C1(N(C(C2=CC=CC=C12)=O)CC1=CC=C(C=C1)[N+](=O)[O-])O (3-(4-Chlorophenyl)-3-hydroxy-2-(4-nitrobenzyl)-2,3-dihydroisoindol-1-one), OCC(C)(CO)C (neopentyl glycol). Yields the product ClC1=CC=C(C=C1)C1(N(C(C2=CC=CC=C12)=O)CC1=CC=C(C=C1)[N+](=O)[O-])OCC(CO)(C)C (3-(4-Chloro-phenyl)-3-(3-hydroxy-2,2-dimethyl-propoxy)-2-(4-nitro-benzyl)-2,3-dihydro-isoindol-1-one). Yield: 55.0%. As a reaction SMILES: [Cl:1][C:2]1[CH:7]=[CH:6][C:5]([C:8]2([OH:28])[C:16]3[C:11](=[CH:12][CH:13]=[CH:14][CH:15]=3)[C:10](=[O:17])[N:9]2[CH2:18][C:19]2[CH:24]=[CH:23][C:22]([N+:25]([O-:27])=[O:26])=[CH:21][CH:20]=2)=[CH:4][CH:3]=1.[OH:29][CH2:30][C:31]([CH3:35])([CH2:33]O)[CH3:32]>>[Cl:1][C:2]1[CH:7]=[CH:6][C:5]([C:8]2([O:28][CH2:32][C:31]([CH3:35])([CH3:33])[CH2:30][OH:29])[C:16]3[C:11](=[CH:12][CH:13]=[CH:14][CH:15]=3)[C:10](=[O:17])[N:9]2[CH2:18][C:19]2[CH:24]=[CH:23][C:22]([N+:25]([O-:27])=[O:26])=[CH:21][CH:20]=2)=[CH:4][CH:3]=1. Reported procedure: The named compound was synthesised from 3-(4-Chlorophenyl)-3-hydroxy-2-(4-nitrobenzyl)-2,3-dihydroisoindol-1-one (400 mg, 1.01 mmol, 1 equiv.) and neopentyl glycol (526 mg, 5.05 mmol, 5 equiv.) using General Procedure A and obtained as an off-white solid (267 mg, 55%). 1H NMR (300 MHz, CDCl3): 8.02-7.98 (m, 2H, O2N—C—CH), 7.96-7.93 (m, 1H, C(O)═C═CH), 7.58-7.55 (m, 2H, Ar—H), 7.32-7.28 (m, 2H, Ar—H), 7.15-7.12 (m, 5H, Ar—H), 4.58 and 4.44 (dd: AB, J=15.3 Hz, 2H, N—CH2), 3.39 (s, 2H, HO—CH2), 2.7... Starting materials: [Br-], O=Cc1ccc(OC(F)F)cc1, OC(c1ccccc1)c1ccc(Cl)cc1C(F)(F)F, FC(F)(F)c1ccccc1[Mg+]. The product is OC(c1ccc(OC(F)F)cc1)c1ccccc1C(F)(F)F. RXN SMILES: [Br-:1].[F:13][CH:14]([O:15][c:16]1[cH:17][cH:18][c:19]([CH:20]=[O:21])[cH:22][cH:23]1)[F:24].[F:25][C:26]([F:27])([F:28])[c:29]1[cH:30][c:31]([Cl:32])[cH:33][cH:34][c:35]1[CH:36]([OH:37])[c:38]1[cH:39][cH:40][cH:41][cH:42][cH:43]1.[F:2][C:3]([c:4]1[c:5]([Mg+:10])[cH:6][cH:7][cH:8][cH:9]1)([F:11])[F:12]>>[F:2][C:3]([c:4]1[c:5]([CH:20]([c:19]2[cH:18][cH:17][c:16]([O:15][CH:14]([F:13])[F:24])[cH:23][cH:22]2)[OH:21])[cH:6][cH:7][cH:8][cH:9]1)([F:11])[F:12].